From a dataset of the Open Reaction Database (ORD), a public repository of structured organic reaction records. describe an organic reaction: reactants, conditions, products, and yield Reported procedure: 800 mg (2.19 mmol) of the compound of Example 23A are provided in a mixture of 25 ml of acetic acid-water-sulfuric acid 12:8:1 and stirred over night under reflux. For the work-up the solvent is removed to a large extent on a rotary evaporator, the residue is adjusted carefully to pH 3 while cooling with ice with a saturated sodium hydrogen carbonate solution, the suspension is diluted with water, the precipitate is collected by suction filtration and after drying the filter residue under high v... Reactants: FC=1C=C2C(C(=CN(C2=C(C1F)OC)CC(F)(F)F)C(=O)OCC)=O (Ethyl 6,7-difluoro-8-methoxy-4-oxo-1-(2,2,2-trifluoroethyl)-1,4-dihydroquinoline-3-carboxylate). The solvent is C(C)(=O)O.O.S(O)(O)(=O)=O (acetic acid water sulfuric acid). Yields the product FC=1C=C2C(C(=CN(C2=C(C1F)OC)CC(F)(F)F)C(=O)O)=O (6,7-Difluoro-8-methoxy-4-oxo-1-(2,2,2-trifluoroethyl)-1,4-dihydroquinoline-3-carboxylic acid). Reaction SMILES: [F:1][C:2]1[CH:3]=[C:4]2[C:9](=[C:10]([O:13][CH3:14])[C:11]=1[F:12])[N:8]([CH2:15][C:16]([F:19])([F:18])[F:17])[CH:7]=[C:6]([C:20]([O:22]CC)=[O:21])[C:5]2=[O:25]>C(O)(=O)C.O.S(=O)(=O)(O)O>[F:1][C:2]1[CH:3]=[C:4]2[C:9](=[C:10]([O:13][CH3:14])[C:11]=1[F:12])[N:8]([CH2:15][C:16]([F:19])([F:17])[F:18])[CH:7]=[C:6]([C:20]([OH:22])=[O:21])[C:5]2=[O:25] |f:1.2.3|. Reactants: O=c1cc(Oc2ccccc2)ccn1CCc1ccc(CBr)cc1, OC1CCNCC1. Yields the product O=c1cc(Oc2ccccc2)ccn1CCc1ccc(CN2CCC(O)CC2)cc1. As a reaction SMILES: [Br:1][CH2:2][c:3]1[cH:4][cH:5][c:6]([CH2:9][CH2:10][n:11]2[c:12](=[O:24])[cH:13][c:14]([O:17][c:18]3[cH:19][cH:20][cH:21][cH:22][cH:23]3)[cH:15][cH:16]2)[cH:7][cH:8]1.[OH:25][CH:26]1[CH2:27][CH2:28][NH:29][CH2:30][CH2:31]1>>[CH2:2]([c:3]1[cH:4][cH:5][c:6]([CH2:9][CH2:10][n:11]2[c:12](=[O:24])[cH:13][c:14]([O:17][c:18]3[cH:19][cH:20][cH:21][cH:22][cH:23]3)[cH:15][cH:16]2)[cH:7][cH:8]1)[N:29]1[CH2:28][CH2:27][CH:26]([OH:25])[CH2:31][CH2:30]1. Reactants: CCOC(C)=O, CCOC(C)=O, CCCCCC, CCO, [Cl-], O=C(Nc1cc(Oc2ccc([N+](=O)[O-])cc2F)ccn1)N1CCCC1, [Fe], [NH4+], C1CCOC1. Product: Nc1ccc(Oc2ccnc(NC(=O)N3CCCC3)c2)c(F)c1. As a reaction SMILES: [C:33]([O:34][CH2:35][CH3:36])(=[O:37])[CH3:38].[C:45]([O:46][CH2:47][CH3:48])(=[O:49])[CH3:50].[CH3:39][CH2:40][CH2:41][CH2:42][CH2:43][CH3:44].[CH3:51][CH2:52][OH:53].[Cl-:26].[F:1][c:2]1[c:3]([O:4][c:5]2[cH:6][c:7]([NH:11][C:12](=[O:13])[N:14]3[CH2:15][CH2:16][CH2:17][CH2:18]3)[n:8][cH:9][cH:10]2)[cH:19][cH:20][c:21]([N+:23]([O-:24])=[O:25])[cH:22]1.[Fe:54].[NH4+:27].[O:28]1[CH2:29][CH2:30][CH2:31][CH2:32]1>>[F:1][c:2]1[c:3]([O:4][c:5]2[cH:6][c:7]([NH:11][C:12](=[O:13])[N:14]3[CH2:15][CH2:16][CH2:17][CH2:18]3)[n:8][cH:9][cH:10]2)[cH:19][cH:20][c:21]([NH2:23])[cH:22]1. Starting materials: FC(C=1C=C(C(=O)N2CCC3(C(NCN3C3=CC=CC=C3)=O)CC2)C=C(C1)C(F)(F)F)(F)F (8-(3,5-bis-trifluoromethyl-benzoyl)-1-phenyl-1,3,8-triaza-spiro[4.5]decan-4-one), ClC1=NC=CC=N1 (2-chloropyrimidine). Yields the product FC(C=1C=C(C(=O)N2CCC3(C(N(CN3C3=CC=CC=C3)C3=NC=CC=N3)=O)CC2)C=C(C1)C(F)(F)F)(F)F (8-(3,5-Bis-trifluoromethyl-benzoyl)-1-phenyl-3-pyrimidin-2-yl-1,3,8-triaza-spiro[4.5]decan-4-one). RXN SMILES: [F:1][C:2]([F:33])([F:32])[C:3]1[CH:4]=[C:5]([CH:25]=[C:26]([C:28]([F:31])([F:30])[F:29])[CH:27]=1)[C:6]([N:8]1[CH2:24][CH2:23][C:11]2([N:15]([C:16]3[CH:21]=[CH:20][CH:19]=[CH:18][CH:17]=3)[CH2:14][NH:13][C:12]2=[O:22])[CH2:10][CH2:9]1)=[O:7].Cl[C:35]1[N:40]=[CH:39][CH:38]=[CH:37][N:36]=1>>[F:33][C:2]([F:1])([F:32])[C:3]1[CH:4]=[C:5]([CH:25]=[C:26]([C:28]([F:31])([F:30])[F:29])[CH:27]=1)[C:6]([N:8]1[CH2:9][CH2:10][C:11]2([N:15]([C:16]3[CH:17]=[CH:18][CH:19]=[CH:20][CH:21]=3)[CH2:14][N:13]([C:35]3[N:40]=[CH:39][CH:38]=[CH:37][N:36]=3)[C:12]2=[O:22])[CH2:23][CH2:24]1)=[O:7]. Procedure: The title compound, MS: m/e=550.1 (M+H+), was prepared in accordance with the general method of example 4 from 8-(3,5-bis-trifluoromethyl-benzoyl)-1-phenyl-1,3,8-triaza-spiro[4.5]decan-4-one and 2-chloropyrimidine. As a reaction SMILES: Br[CH2:2][C:3]([C:5]1[CH:10]=[CH:9][C:8]([F:11])=[CH:7][CH:6]=1)=O.[S-:12][C:13]#[N:14].[Na+].[C:16]([O:20][C:21](=[O:24])[CH2:22][NH2:23])([CH3:19])([CH3:18])[CH3:17]>C(O)C>[C:16]([O:20][C:21](=[O:24])[CH2:22][NH:23][C:13]1[S:12][CH:2]=[C:3]([C:5]2[CH:10]=[CH:9][C:8]([F:11])=[CH:7][CH:6]=2)[N:14]=1)([CH3:19])([CH3:18])[CH3:17] |f:1.2|. Procedure: 2 g (9.2 mmol) of 2-bromo-1-(4-fluoro-phenyl)-ethanone and 801.7 mg (9.89 mmol) of sodium thiocyanate in 25 ml of ethanol were stirred at 50° C. for 4 h. 1.2 g (9.2 mmol) of aminoacetic acid tert-butyl ester in 2.5 ml of ethanol were added, and the reaction mixture was stirred at room temperature for 2.5 h and allowed to stand overnight. After evaporation, water and ethyl acetate were added, the organic phase was separated, washed with water, dried and evaporated. Yield: 787 mg. The product is C(C)(C)(C)OC(CNC=1SC=C(N1)C1=CC=C(C=C1)F)=O ([4-(4-Fluoro-phenyl)-thiazol-2-ylamino]-acetic acid tert-butyl ester). Reaction conditions: time 2.5 hour. Reactants: BrCC(=O)C1=CC=C(C=C1)F (2-bromo-1-(4-fluoro-phenyl)-ethanone), [S-]C#N.[Na+] (sodium thiocyanate), C(C)(C)(C)OC(CN)=O (aminoacetic acid tert-butyl ester). Solvent: C(C)O (ethanol), C(C)O (ethanol). Reactants: ClC1=NC(=CC2=CC=C(C=C12)F)N(C)C1=CC=C(OC(C(=O)OCC)C)C=C1 (ethyl 2-{4-[N-(1-chloro-7-fluoroisoquinolin-3-yl)-N-methylamino]phenoxy}propionate). Reagents/catalysts: [Zn] (Zinc). Solvent: C(C)(=O)O (acetic acid). Product: FC1=CC=C2C=C(N=CC2=C1)N(C)C1=CC=C(OC(C(=O)OCC)C)C=C1 (ethyl 2-[4-[N-(7-fluoroisoquinolin-3-yl)-N-methylamino]phenoxy}propionate). The yield is 60.1%. Reaction SMILES: Cl[C:2]1[C:11]2[C:6](=[CH:7][CH:8]=[C:9]([F:12])[CH:10]=2)[CH:5]=[C:4]([N:13]([C:15]2[CH:28]=[CH:27][C:18]([O:19][CH:20]([CH3:26])[C:21]([O:23][CH2:24][CH3:25])=[O:22])=[CH:17][CH:16]=2)[CH3:14])[N:3]=1>C(O)(=O)C.[Zn]>[F:12][C:9]1[CH:10]=[C:11]2[C:6]([CH:5]=[C:4]([N:13]([C:15]3[CH:28]=[CH:27][C:18]([O:19][CH:20]([CH3:26])[C:21]([O:23][CH2:24][CH3:25])=[O:22])=[CH:17][CH:16]=3)[CH3:14])[N:3]=[CH:2]2)=[CH:7][CH:8]=1. Reported procedure: Zinc powder (4×1.63 g) was added portionwise over a 2 hr period to a stirred solution of ethyl 2-{4-[N-(1-chloro-7-fluoroisoquinolin-3-yl)-N-methylamino]phenoxy}propionate (1.00 g) in acetic acid (50 ml). The mixture was filtered and the filter cake was washed with acetic acid. After the filtrate was evaporated the residue was partitioned between methylene chloride and water. The organic extract was washed successively with, aqueous sodium bicarbonate solution, water, aqueous ethylenediaminetetr... Reactants: C(CCCC)=O (valeraldehyde), BrC=1C=C2C=CC(=CC2=CC1)O (6-bromo-2-naphthol), C[Li] (methyllithium), C(C)(C)(C)[Li] (t-butyllithium). Run in CCOCC (ether), CCOCC (ether). Reaction conditions: time 5 minute. Yields the product OC(CCCC)C=1C=C2C=CC(=CC2=CC1)O (6-(1-Hydroxypentyl)-2-naphthol). Isolated yield 57.2%. As a reaction SMILES: Br[C:2]1[CH:3]=[C:4]2[C:9](=[CH:10][CH:11]=1)[CH:8]=[C:7]([OH:12])[CH:6]=[CH:5]2.C[Li].C([Li])(C)(C)C.[CH:20](=[O:25])[CH2:21][CH2:22][CH2:23][CH3:24]>CCOCC>[OH:25][CH:20]([C:2]1[CH:3]=[C:4]2[C:9](=[CH:10][CH:11]=1)[CH:8]=[C:7]([OH:12])[CH:6]=[CH:5]2)[CH2:21][CH2:22][CH2:23][CH3:24]. Procedure details: To a solution of 1.00 g (4.48 mmol, Aldrich) of 6-bromo-2-naphthol in 40 ml of dry ether at -78° was added dropwise 3.2 ml (1.4M in ether, 5.0 mmol) of methyllithium solution. The reaction mixture was stirred for 5 minutes then 5.0 ml (1.8M in pentane, 9.0 mmol) of t-butyllithium solution was added over 5 minutes. The resulting slurry was stirred at -78° C. for 30 minutes then at 0° for 15 minutes, re-cooled to -78° and a solution of 0.50 ml (4.7 mmol) of distilled valeraldehyde in 3 ml of ether... The reactants are C(#N)C1=C(C=C(C(=O)O)C=C1)C (4Cyano-3methylbenzoic acid), N1CCCNC2=C1C=CC=C2 (2,3,4,5-tetrahydro-1H-1,5-benzodiazepine). Yields the product C(#N)C1=C(C=C(C(=O)N2CCCNC3=C2C=CC=C3)C=C1)C (1-(4-Cyano-3-methylbenzoyl)-2,3,4,5-tetrahydro-1H-1,5-benzodiazepine). As a reaction SMILES: [C:1]([C:3]1[CH:11]=[CH:10][C:6]([C:7]([OH:9])=O)=[CH:5][C:4]=1[CH3:12])#[N:2].[NH:13]1[C:19]2[CH:20]=[CH:21][CH:22]=[CH:23][C:18]=2[NH:17][CH2:16][CH2:15][CH2:14]1>>[C:1]([C:3]1[CH:11]=[CH:10][C:6]([C:7]([N:13]2[C:19]3[CH:20]=[CH:21][CH:22]=[CH:23][C:18]=3[NH:17][CH2:16][CH2:15][CH2:14]2)=[O:9])=[CH:5][C:4]=1[CH3:12])#[N:2]. Reported procedure: The carboxylic acid from Example C (0.65 g, 4.03 mmol) was reacted with 2,3,4,5-tetrahydro-1H-1,5-benzodiazepine from Example 15A (0.50 g, 3.36 mmol) according to the procedure in Example 1A. The product was purified by flash chromatography on silica (eluant EtOAc:pet. ether 50:50); yield 0.36 g (37%). Reactants: Cl (hydrogen chloride), OC1=CC(OC2=CC(=CC=C12)C)=O (4-hydroxy-7-methylcoumarin), C(C)O (ethanol). The product is C(C)OC1=CC(OC2=CC(=CC=C12)C)=O (4-Ethoxy-7-methylcoumarin). The yield is 72.0%. As a reaction SMILES: Cl.[OH:2][C:3]1[C:12]2[C:7](=[CH:8][C:9]([CH3:13])=[CH:10][CH:11]=2)[O:6][C:5](=[O:14])[CH:4]=1.[CH2:15](O)[CH3:16]>>[CH2:15]([O:2][C:3]1[C:12]2[C:7](=[CH:8][C:9]([CH3:13])=[CH:10][CH:11]=2)[O:6][C:5](=[O:14])[CH:4]=1)[CH3:16]. Reported procedure: Dry hydrogen chloride was passed through a solution of 4-hydroxy-7-methylcoumarin (14 g; 0.08 mole) in ethanol (300 ml) for 15 mins and the resulting solution was refluxed for 30 minutes. After cooling, the solvent was removed in vacuo and the residue recrystallized from ethanol to give 11.74 g (72%) of product of m.p. 142°-143° C.; (Found; C, 70.24; H, 5.95; C12H12O3 requires; C, 70.60; H, 5.88%).